From a dataset of the Open Reaction Database (ORD), a public repository of structured organic reaction records. describe an organic reaction: reactants, conditions, products, and yield The reactants are ClC=1C=C(C=CC1Cl)C1CC(OC1CI)=O (4-(3,4-dichloro-phenyl)-dihydro-5-(iodomethyl)-2(3H)-furanone), C(=O)([O-])[O-].[Cs+].[Cs+] (Cs2CO3), CCOCC (Et2O), O (water). Solvent: CO (CH3OH). Run at time 30 minute. Yields the product ClC=1C=C(C=CC1Cl)C(CC(=O)OC)C1OC1 (methyl β-(3,4-dichlorophenyl)-oxiranepropanoate). Isolated yield 99.0%. Reaction SMILES: [Cl:1][C:2]1[CH:3]=[C:4]([CH:9]2[CH:13](CI)[O:12][C:11](=O)[CH2:10]2)[CH:5]=[CH:6][C:7]=1[Cl:8].[C:17]([O-:20])([O-])=[O:18].[Cs+].[Cs+].[CH3:23]COCC.O>CO>[Cl:1][C:2]1[CH:3]=[C:4]([CH:9]([CH:10]2[CH2:11][O:12]2)[CH2:13][C:17]([O:20][CH3:23])=[O:18])[CH:5]=[CH:6][C:7]=1[Cl:8] |f:1.2.3|. Reported procedure: Treat a solution of the product of step 1 (1.5 g, 4.02 mmol) in dry CH3OH (15 mL) under N2 with Cs2CO3 (1.57 g, 4.8 mmol, 1.2 eq). Stir for 30 min, then pour the suspension into Et2O (200 mL)/water (100 mL). Extract the aqueous layer with Et2O (100 mL), wash the combined ether layers with 40 mL of saturated NaCl, dry (MgSO4), and concentrate to give 1.11 g (4.02 mmol,>99%) of methyl β-(3,4-dichlorophenyl)-oxiranepropanoate as a colorless oil. Reactants: CCC(C#N)(CBr)c1ccc(Br)cc1, CS(C)=O, [Na+], [OH-], O, c1nc[nH]n1. The product is CCC(C#N)(Cn1cncn1)c1ccc(Br)cc1. As a reaction SMILES: [C:8](#[N:9])[C:10]([CH2:11][Br:12])([CH2:13][CH3:14])[c:15]1[cH:16][cH:17][c:18]([Br:21])[cH:19][cH:20]1.[CH3:23][S:24]([CH3:25])=[O:26].[Na+:7].[OH-:6].[OH2:22].[nH:1]1[n:2][cH:3][n:4][cH:5]1>>[n:1]1([CH2:11][C:10]([C:8]#[N:9])([CH2:13][CH3:14])[c:15]2[cH:16][cH:17][c:18]([Br:21])[cH:19][cH:20]2)[n:2][cH:3][n:4][cH:5]1. Starting materials: [Cl-].CC1=CN=C(C=2N1N=C(N2)C[P+](C2=CC=CC=C2)(C2=CC=CC=C2)C2=CC=CC=C2)C (((5,8-dimethyl-[1,2,4]triazolo[1,5-a]pyrazin-2-yl)methyl)triphenylphosphonium chloride), N1(CCCC1)C1=NN(C(=N1)C=O)CC(F)(F)F (3-(pyrrolidin-1-yl)-1-(2,2,2-trifluoroethyl)-1H-1,2,4-triazole-5-carbaldehyde). Product: CC1=CN=C(C=2N1N=C(N2)C=CC=2N(N=C(N2)N2CCCC2)CC(F)(F)F)C (5,8-dimethyl-2-{2-[5-pyrrolidin-1-yl-2-(2,2,2-trifluoro-ethyl)-2H-[1,2,4]triazol-3-yl]-vinyl}-[1,2,4]triazolo[1,5-a]pyrazine). The yield is 27.6%. As a reaction SMILES: [Cl-].[CH3:2][C:3]1[N:8]2[N:9]=[C:10]([CH2:12][P+](C3C=CC=CC=3)(C3C=CC=CC=3)C3C=CC=CC=3)[N:11]=[C:7]2[C:6]([CH3:32])=[N:5][CH:4]=1.[N:33]1([C:38]2[N:42]=[C:41]([CH:43]=O)[N:40]([CH2:45][C:46]([F:49])([F:48])[F:47])[N:39]=2)[CH2:37][CH2:36][CH2:35][CH2:34]1>>[CH3:2][C:3]1[N:8]2[N:9]=[C:10]([CH:12]=[CH:43][C:41]3[N:40]([CH2:45][C:46]([F:49])([F:47])[F:48])[N:39]=[C:38]([N:33]4[CH2:37][CH2:36][CH2:35][CH2:34]4)[N:42]=3)[N:11]=[C:7]2[C:6]([CH3:32])=[N:5][CH:4]=1 |f:0.1|. Procedure: Was prepared in the same manner as described in General Procedure Example 1g) using ((5,8-dimethyl-[1,2,4]triazolo[1,5-a]pyrazin-2-yl)methyl)triphenylphosphonium chloride (85 mg, 185 μmol, Eq: 1.00), 3-(pyrrolidin-1-yl)-1-(2,2,2-trifluoroethyl)-1H-1,2,4-triazole-5-carbaldehyde (50.6 mg, 204 μmol, Eq: 1.1) as starting materials. Chromatography afforded 5,8-dimethyl-2-{2-[5-pyrrolidin-1-yl-2-(2,2,2-trifluoro-ethyl)-2H-[1,2,4]triazol-3-yl]-vinyl}-[1,2,4]triazolo[1,5-a]pyrazine (20 mg/27.5%) as a wh... Starting materials: CC1(OB(OC1(C)C)C1=CC=C(C#N)C=C1)C (4-(4,4,5,5-tetramethyl-1,3,2-dioxaborolan-2-yl)benzonitrile), Cl (HCl), [OH-].[Na+] (NaOH), C(C)[Mg]Br (ethylmagnesium bromide), B(F)(F)F.CCOCC (boron trifluoride diethyl etherate). The reagents and catalysts are CC([O-])C.[Ti+4].CC([O-])C.CC([O-])C.CC([O-])C (titanium(IV) isopropoxide). The solvent is O1CCCC1 (tetrahydrofuran). Run at temperature -70 celsius, time 10 minute. Yields the product CC1(OB(OC1(C)C)C1=CC=C(C=C1)C1(CC1)N)C (1-(4-(4,4,5,5-tetramethyl-1,3,2-dioxaborolan-2-yl)phenyl)cyclopropanamine). The yield is 12.4%. RXN SMILES: [CH3:1][C:2]1([CH3:17])[C:6]([CH3:8])([CH3:7])[O:5][B:4]([C:9]2[CH:16]=[CH:15][C:12]([C:13]#[N:14])=[CH:11][CH:10]=2)[O:3]1.[CH2:18]([Mg]Br)[CH3:19].B(F)(F)F.CCOCC.Cl.[OH-].[Na+]>O1CCCC1.CC(C)[O-].[Ti+4].CC(C)[O-].CC(C)[O-].CC(C)[O-]>[CH3:8][C:6]1([CH3:7])[C:2]([CH3:17])([CH3:1])[O:3][B:4]([C:9]2[CH:16]=[CH:15][C:12]([C:13]3([NH2:14])[CH2:19][CH2:18]3)=[CH:11][CH:10]=2)[O:5]1 |f:2.3,5.6,8.9.10.11.12|. Reported procedure: In a 40 mL reaction tube was added 4-(4,4,5,5-tetramethyl-1,3,2-dioxaborolan-2-yl)benzonitrile (500 mg, 2.18 mmol) and titanium(IV) isopropoxide (710 μl, 2.40 mmol) in anhydrous tetrahydrofuran (11 ml) to give a colourless solution. The reaction mixture was cooled to −70° C. under a nitrogen atmosphere, followed by the dropwise addition of ethylmagnesium bromide (1M in THF, 4.80 ml, 4.80 mmol) over a period of 30 minutes. The resulting orange solution was stirred at −78° C. for 10 minutes, follo...